From a dataset of the Open Reaction Database (ORD), a public repository of structured organic reaction records. describe an organic reaction: reactants, conditions, products, and yield The reactants are N1CCC(CC1)NC=1SC(=NN1)C(F)(F)F (Piperidin-4-yl-(5-trifluoromethyl-[1,3,4]thiadiazol-2-yl)-amine), FC1=CC=C(CCl)C=C1 (4-fluorobenzyl chloride), C(C)(C)N(CC)C(C)C (diisopropylethylamine). The solvent is C(C)#N (acetonitrile), ClCCl (dichloromethane). Reaction conditions: temperature 120 celsius, time 30 minute. Yields the product FC1=CC=C(CN2CCC(CC2)NC=2SC(=NN2)C(F)(F)F)C=C1 ([1-(4-Fluoro-benzyl)-piperidin-4-yl]-(5-trifluoromethyl-[1,3,4]thiadiazol-2-yl)-amine). Yield: 72.8%. Reaction SMILES: [NH:1]1[CH2:6][CH2:5][CH:4]([NH:7][C:8]2[S:9][C:10]([C:13]([F:16])([F:15])[F:14])=[N:11][N:12]=2)[CH2:3][CH2:2]1.[F:17][C:18]1[CH:25]=[CH:24][C:21]([CH2:22]Cl)=[CH:20][CH:19]=1.C(N(C(C)C)CC)(C)C>C(#N)C.ClCCl>[F:17][C:18]1[CH:25]=[CH:24][C:21]([CH2:22][N:1]2[CH2:6][CH2:5][CH:4]([NH:7][C:8]3[S:9][C:10]([C:13]([F:16])([F:14])[F:15])=[N:11][N:12]=3)[CH2:3][CH2:2]2)=[CH:20][CH:19]=1. Procedure details: A mixture of piperidin-4-yl-(5-trifluoromethyl-[1,3,4]thiadiazol-2-yl)-amine (D4) (0.040 g, 0.16 mmol), 4-fluorobenzyl chloride (0.023 ml, 0.19 mmol) and diisopropylethylamine (0.042 ml, 0.24 mmol) in acetonitrile (3 ml) was stirred at 120° C. for 30 min., under microwave irradiation. After cooling to room temperature, the reaction mixture was diluted with dichloromethane and extracted with a 10% solution of ammonium chloride (25 ml). The organic layer was separated, dried (Na2SO4) and the solve...